From a dataset of the Open Reaction Database (ORD), a public repository of structured organic reaction records. describe an organic reaction: reactants, conditions, products, and yield Starting materials: CN1CCN(c2ccc(Br)c(N)c2)CC1, O=S(=O)(Cl)c1ccc2ccccc2c1. Yields the product CN1CCN(c2ccc(Br)c(NS(=O)(=O)c3ccc4ccccc4c3)c2)CC1. Reaction SMILES: [Br:15][c:16]1[c:17]([NH2:29])[cH:18][c:19]([N:22]2[CH2:23][CH2:24][N:25]([CH3:28])[CH2:26][CH2:27]2)[cH:20][cH:21]1.[cH:1]1[c:2]([S:11](=[O:12])(=[O:13])[Cl:14])[cH:3][cH:4][c:5]2[cH:6][cH:7][cH:8][cH:9][c:10]12>>[cH:1]1[c:2]([S:11](=[O:12])(=[O:13])[NH:29][c:17]2[c:16]([Br:15])[cH:21][cH:20][c:19]([N:22]3[CH2:23][CH2:24][N:25]([CH3:28])[CH2:26][CH2:27]3)[cH:18]2)[cH:3][cH:4][c:5]2[cH:6][cH:7][cH:8][cH:9][c:10]12. Reactants: C1CC2=CC=CC=C2CC1=O (β-tetralone), P(C(C)(C)C)(C(C)(C)C)C(C)(C)C (t-Bu3P), [Li+].C[Si](C)(C)[N-][Si](C)(C)C (LiHMDS), BrC1=CC(=C(C=C1)Cl)Cl (1-bromo-3,4-dichlorobenzene), C(=O)=O (dry-ice). Reagents/catalysts: C1=CC=C(C=C1)/C=C/C(=O)/C=C/C2=CC=CC=C2.C1=CC=C(C=C1)/C=C/C(=O)/C=C/C2=CC=CC=C2.[Pd] (pd(dba)2). Solvent: C1(=CC=CC=C1)C (toluene). The product is ClC=1C=C(C=CC1Cl)C1C(CCC2=CC=CC=C12)=O (1-(3,4-dichlorophenyl)-3,4-dihydronaphthalen-2(1H)-one). The yield is 73.0%. As a reaction SMILES: [CH2:1]1[C:10](=[O:11])[CH2:9][C:8]2[C:3](=[CH:4][CH:5]=[CH:6][CH:7]=2)[CH2:2]1.P(C(C)(C)C)(C(C)(C)C)C(C)(C)C.C(=O)=O.[Li+].C[Si]([N-][Si](C)(C)C)(C)C.Br[C:39]1[CH:44]=[CH:43][C:42]([Cl:45])=[C:41]([Cl:46])[CH:40]=1>C1(C)C=CC=CC=1.C1C=CC(/C=C/C(/C=C/C2C=CC=CC=2)=O)=CC=1.C1C=CC(/C=C/C(/C=C/C2C=CC=CC=2)=O)=CC=1.[Pd]>[Cl:45][C:42]1[CH:43]=[C:44]([CH:9]2[C:8]3[C:3](=[CH:4][CH:5]=[CH:6][CH:7]=3)[CH2:2][CH2:1][C:10]2=[O:11])[CH:39]=[CH:40][C:41]=1[Cl:46] |f:3.4,7.8.9|. Reported procedure: To a stirring solution of β-tetralone (34) (1.00 g, 6.84 mmol) and pd(dba)2 (39 mg, 1 mol%) in toluene was added t-Bu3P (228 uL, 10 wt % in hexanes, 1.1%). The solution was chilled (dry-ice bath) before adding LiHMDS (7.5 mL, 1M in hexanes, 1.1 eq) followed by 1-bromo-3,4-dichlorobenzene (1 mL, 1.1 eq). The solution was then allowed to warm to ambient temperature and heated under microwave radiation for 5 minutes (maximum temperature 140° C.). After cooling, the reaction was quenched with aqueou... The reactants are COc1ccc(-c2ccc(O)cc2)cc1, CCO, OCCCCCCCl, [K+], [OH-]. Product: COc1ccc(-c2ccc(OCCCCCCO)cc2)cc1. RXN SMILES: [CH3:1][O:2][c:3]1[cH:4][cH:5][c:6](-[c:9]2[cH:10][cH:11][c:12]([OH:15])[cH:13][cH:14]2)[cH:7][cH:8]1.[CH3:26][CH2:27][OH:28].[Cl:18][CH2:19][CH2:20][CH2:21][CH2:22][CH2:23][CH2:24][OH:25].[K+:17].[OH-:16]>>[CH3:1][O:2][c:3]1[cH:4][cH:5][c:6](-[c:9]2[cH:10][cH:11][c:12]([O:15][CH2:19][CH2:20][CH2:21][CH2:22][CH2:23][CH2:24][OH:25])[cH:13][cH:14]2)[cH:7][cH:8]1. Starting materials: C1CCOC1, CCN(C(C)C)C(C)C, Cl, NC1CC(n2cnc3c(NCC(c4ccccc4)c4ccccc4)nc(Cl)nc32)C(O)C1O, O=C(Cl)CCc1ccccc1. Yields the product O=C(CCc1ccccc1)NC1CC(n2cnc3c(NCC(c4ccccc4)c4ccccc4)nc(Cl)nc32)C(O)C1O. RXN SMILES: [CH2:55]1[O:56][CH2:57][CH2:58][CH2:59]1.[CH:35]([N:36]([CH:37]([CH3:38])[CH3:39])[CH2:40][CH3:41])([CH3:42])[CH3:43].[ClH:1].[NH2:2][CH:3]1[CH:4]([OH:34])[CH:5]([OH:33])[CH:6]([n:8]2[c:9]3[n:10][c:11]([Cl:32])[n:12][c:13]([NH:17][CH2:18][CH:19]([c:20]4[cH:21][cH:22][cH:23][cH:24][cH:25]4)[c:26]4[cH:27][cH:28][cH:29][cH:30][cH:31]4)[c:14]3[n:15][cH:16]2)[CH2:7]1.[c:44]1([CH2:50][CH2:51][C:52](=[O:53])[Cl:54])[cH:45][cH:46][cH:47][cH:48][cH:49]1>>[NH:2]([CH:3]1[CH:4]([OH:34])[CH:5]([OH:33])[CH:6]([n:8]2[c:9]3[n:10][c:11]([Cl:32])[n:12][c:13]([NH:17][CH2:18][CH:19]([c:20]4[cH:21][cH:22][cH:23][cH:24][cH:25]4)[c:26]4[cH:27][cH:28][cH:29][cH:30][cH:31]4)[c:14]3[n:15][cH:16]2)[CH2:7]1)[C:52]([CH2:51][CH2:50][c:44]1[cH:45][cH:46][cH:47][cH:48][cH:49]1)=[O:53]. The reactants are FC(C1=C(C(=O)OC)C=CC=C1)F (methyl 2-(difluoromethyl)benzoate), [H-].[Al+3].[Li+].[H-].[H-].[H-] (lithium aluminum hydride), ice water. Run in C1CCOC1 (THF), C1CCOC1 (THF), C(C)(=O)OCC (ethyl acetate), [OH-].[Na+] (sodium hydroxide). Product: FC(C1=C(C=CC=C1)CO)F ((2-(difluoromethyl)phenyl)methanol). The yield is 80.7%. Reaction SMILES: [F:1][CH:2]([F:13])[C:3]1[CH:12]=[CH:11][CH:10]=[CH:9][C:4]=1[C:5](OC)=[O:6].[H-].[Al+3].[Li+].[H-].[H-].[H-]>C1COCC1.C(OCC)(=O)C.[OH-].[Na+]>[F:1][CH:2]([F:13])[C:3]1[CH:12]=[CH:11][CH:10]=[CH:9][C:4]=1[CH2:5][OH:6] |f:1.2.3.4.5.6,9.10|. Procedure: To a solution of methyl 2-(difluoromethyl)benzoate (700 mg, 3.76 mmol) in THF was added 1M lithium aluminum hydride in THF (5.64 mL, 11.3 mmol) dropwise at room temperature for 1 h. The reaction was then poured into ice water (100 mL) and diluted with ethyl acetate (200 mL) and 2N sodium hydroxide aqueous solution (100 mL). The organic phase was then separated and washed with brine (50 mL), dried over sodium sulfate and concentrated, to give (2-(difluoromethyl)phenyl)methanol as an oil (480 mg).... Starting materials: NC1=CC(=C(C=C1)C)NC(C=1C(C(=O)N)=CC(=CC1)C(N)=O)=O (N-(4-amino-o-tolyl)-4-carbamoylphthalamide), P(=O)(Cl)(Cl)Cl (phosphorus oxychloride). Solvent: O1CCOCC1 (dioxane). Product: NC1=CC(=C(C=C1)C)N1C(C=2C(C1=O)=CC(=CC2)C#N)=O (N-(4-amino-o-tolyl)-4-cyanophthalimide). RXN SMILES: [NH2:1][C:2]1[CH:7]=[CH:6][C:5]([CH3:8])=[C:4]([NH:9][C:10](=[O:23])[C:11]2[C:12](=[CH:16][C:17]([C:20](=O)[NH2:21])=[CH:18][CH:19]=2)[C:13](N)=[O:14])[CH:3]=1.P(Cl)(Cl)(Cl)=O>O1CCOCC1>[NH2:1][C:2]1[CH:7]=[CH:6][C:5]([CH3:8])=[C:4]([N:9]2[C:13](=[O:14])[C:12]3=[CH:16][C:17]([C:20]#[N:21])=[CH:18][CH:19]=[C:11]3[C:10]2=[O:23])[CH:3]=1. Procedure details: The mixture of 0.3 g of N-(4-amino-o-tolyl)-4-carbamoylphthalamide, 2 ml of dioxane and 5 ml of phosphorus oxychloride is refluxed for 1 hour and evaporated. The residue is taken up in methylene chloride, the solution washed with cold aqueous sodium carbonate, dryed and evaporated, to yield the N-(4-amino-o-tolyl)-4-cyanophthalimide, which is identical with that obtained according to Example 20.